This data is from the Open Reaction Database (ORD), a public repository of structured organic reaction records. The task is: describe an organic reaction: reactants, conditions, products, and yield Reactants: CC(C)Br, CN(C)C=O, O=C(c1ccc2[nH]c(C(=O)N3CCS(=O)(=O)CC3)cc2c1)N1CCN(C2CCC2)CC1, [H-], [Na+]. Product: CC(C)n1c(C(=O)N2CCS(=O)(=O)CC2)cc2cc(C(=O)N3CCN(C4CCC4)CC3)ccc21. As a reaction SMILES: [Br:34][CH:35]([CH3:36])[CH3:37].[CH3:38][N:39]([CH3:40])[CH:41]=[O:42].[CH:1]1([N:5]2[CH2:6][CH2:7][N:8]([C:11](=[O:12])[c:13]3[cH:14][c:15]4[cH:16][c:17]([C:22](=[O:23])[N:24]5[CH2:25][CH2:26][S:27](=[O:30])(=[O:31])[CH2:28][CH2:29]5)[nH:18][c:19]4[cH:20][cH:21]3)[CH2:9][CH2:10]2)[CH2:2][CH2:3][CH2:4]1.[H-:32].[Na+:33]>>[CH:1]1([N:5]2[CH2:6][CH2:7][N:8]([C:11](=[O:12])[c:13]3[cH:14][c:15]4[cH:16][c:17]([C:22](=[O:23])[N:24]5[CH2:25][CH2:26][S:27](=[O:30])(=[O:31])[CH2:28][CH2:29]5)[n:18]([CH:35]([CH3:36])[CH3:37])[c:19]4[cH:20][cH:21]3)[CH2:9][CH2:10]2)[CH2:2][CH2:3][CH2:4]1.